This data is from the Open Reaction Database (ORD), a public repository of structured organic reaction records. The task is: describe an organic reaction: reactants, conditions, products, and yield Reactants: O=C([O-])[O-], CC(=O)OCC=C(C)CCC=C(C)C(=O)O, ClCCl, CO, Cl, [K+], [K+], O. The product is CC(=CCO)CCC=C(C)C(=O)O. Reaction SMILES: [C:17](=[O:18])([O-:19])[O-:20].[C:1](=[O:2])([CH3:3])[O:4][CH2:5][CH:6]=[C:7]([CH2:8][CH2:9][CH:10]=[C:11]([C:12](=[O:13])[OH:14])[CH3:15])[CH3:16].[CH2:23]([Cl:24])[Cl:25].[CH3:27][OH:28].[ClH:26].[K+:21].[K+:22].[OH2:29]>>[OH:4][CH2:5][CH:6]=[C:7]([CH2:8][CH2:9][CH:10]=[C:11]([C:12](=[O:13])[OH:14])[CH3:15])[CH3:16]. Starting materials: OO (Hydrogen peroxide), CN1CC[C@]23C4=C5C=CC(=C4O[C@H]2C(=CC=C3[C@H]1C5)OC)OC (Thebaine), [OH-].[NH4+] (Ammonium hydroxide). Solvent: C(=O)O (formic acid). Reaction conditions: time 3 hour. Yields the product CN1CC[C@]23C4C(=O)C=C[C@]2([C@H]1CC5=C3C(=C(C=C5)OC)O4)O (14-hydroxycodeinone). Isolated yield 149.6%. Reaction SMILES: [CH3:1][N:2]1[C@@H:18]2[CH2:19][C:7]3[CH:8]=[CH:9][C:10]([O:22][CH3:23])=[C:11]4[O:12][C@H:13]5[C:14]([O:20]C)=[CH:15][CH:16]=[C:17]2[C@:5]5([C:6]=34)[CH2:4][CH2:3]1.[OH:24]O.[OH-].[NH4+]>C(O)=O>[CH3:1][N:2]1[C@@H:18]2[CH2:19][C:7]3[CH:8]=[CH:9][C:10]([O:22][CH3:23])=[C:11]4[O:12][CH:13]5[C:14]([CH:15]=[CH:16][C@:17]2([OH:24])[C@:5]5([C:6]=34)[CH2:4][CH2:3]1)=[O:20] |f:2.3|. Reported procedure: Thebaine (100.0 g dry weight) was dissolved in 85% formic acid (252.3 g). 30% Hydrogen peroxide (43.6 g) was added over a period of about two hours. The mixture was stirred for three hours. Ammonium hydroxide solution was added to the mixture to increase the pH to 8–9. The solid precipitate was filtered and washed with water and ethanol. The solid was dried on the filter and in an oven. The product was 14-hydroxycodeinone (150.52 g damp, 75.32 g dry weight, 75% yield). The reactants are Cl, [I-], [K+], O=N[O-], Cc1ccc(F)cc1N, [Na+], O, O=S(=O)(O)O. Product: Cc1ccc(F)cc1I. As a reaction SMILES: [ClH:10].[I-:16].[K+:15].[N:11]([O-:12])=[O:13].[NH2:1][c:2]1[c:3]([CH3:9])[cH:4][cH:5][c:6]([F:8])[cH:7]1.[Na+:14].[OH2:22].[S:17](=[O:18])(=[O:19])([OH:20])[OH:21]>>[c:2]1([I:16])[c:3]([CH3:9])[cH:4][cH:5][c:6]([F:8])[cH:7]1. Conditions: time 10 hour. Reaction SMILES: [Cl-:1].[Cl-].[C:3]1([N:9]2[CH2:14][CH2:13][N:12]([CH2:15][CH2:16][CH2:17][C:18]([C:20]3[CH:28]=[CH:27][C:23]4[O:24][CH2:25][O:26][C:22]=4[CH:21]=3)=[O:19])[CH2:11][CH2:10]2)[CH:8]=[CH:7][CH:6]=[CH:5][CH:4]=1.[OH-].[Na+].[BH4-].[Na+]>CO>[ClH:1].[ClH:1].[C:3]1([N:9]2[CH2:14][CH2:13][N:12]([CH2:15][CH2:16][CH2:17][CH:18]([C:20]3[CH:28]=[CH:27][C:23]4[O:24][CH2:25][O:26][C:22]=4[CH:21]=3)[OH:19])[CH2:11][CH2:10]2)[CH:8]=[CH:7][CH:6]=[CH:5][CH:4]=1 |f:0.1.2,3.4,5.6,8.9.10|. Reported procedure: 5-[4-(4-Phenyl-1-piperazinyl)butyryl]-1,3-benzodioxole dichloride (3.8 g) as prepared in Example 2 was suspended in methanol (50 ml) and 2N sodium hydroxide solution (4.5 ml) and then sodium borohydride (0.5 g) were added. The mixture was stirred for 10 hours at room temperature and the solvent was then distilled off. The residue was extracted with ethyl acetate and the extract was washed with saturated saline and dried over anhydrous sodium sulfate. Thereafter, 20% hydrogen chloride in ethanol ... Starting materials: [Cl-].[Cl-].C1(=CC=CC=C1)N1CCN(CC1)CCCC(=O)C1=CC2=C(OCO2)C=C1 (5-[4-(4-Phenyl-1-piperazinyl)butyryl]-1,3-benzodioxole dichloride), [OH-].[Na+] (sodium hydroxide), [BH4-].[Na+] (sodium borohydride). The yield is 182.5%. Yields the product Cl.Cl.C1(=CC=CC=C1)N1CCN(CC1)CCCC(O)C1=CC2=C(OCO2)C=C1 (5-[4-(4-phenyl-1-piperazinyl)-1-hydroxybutyl]-1,3-benzodioxole dihydrochloride). Run in CO (methanol). The reactants are C1=2C(=O)OC(NC1=CC=CC2)=O (isatoic anhydride), anhydride, C1=2C(=O)OC(NC1=CC=CC2)=O (isatoic anhydride), Cl.C(C1=CC=CC=C1)ON (O-benzylhydroxylamine hydrochloride), C(=O)([O-])[O-].[K+].[K+] (K2CO3). Yield: 67.0%. RXN SMILES: [C:1]12[C:7](=[CH:8][CH:9]=[CH:10][CH:11]=1)[NH:6]C(=O)[O:4][C:2]2=O.Cl.[CH2:14]([O:21][NH2:22])[C:15]1[CH:20]=[CH:19][CH:18]=[CH:17][CH:16]=1.C([O-])([O-])=O.[K+].[K+]>CN(C=O)C>[NH2:6][C:7]1[CH:8]=[CH:9][CH:10]=[CH:11][C:1]=1[C:2]([NH:22][O:21][CH2:14][C:15]1[CH:20]=[CH:19][CH:18]=[CH:17][CH:16]=1)=[O:4] |f:1.2,3.4.5|. Solvent: CN(C)C=O (DMF). Yields the product NC1=C(C(=O)NOCC2=CC=CC=C2)C=CC=C1 (2-amino-N-benzyloxylbenzamide). Procedure details: Reaction with isatoic anhydride: A mixture of isatoic anhydride (3.3 g, 20 mmol), O-benzylhydroxylamine hydrochloride (4.4 g, 27 mmol) and K2CO3 (6.9 g, 50 mmol) in 20 mL of DMF was stirred at rt until all the anhydride was consumed (ca. 2 days) by thin layer chromatographic analysis. The mixture was diluted with MTBE and washed with water and brine. After removal of solvent, the crude product was recrystallized from EtOAc/heptane to give 2-amino-N-benzyloxylbenzamide as a white solid (3.25 g, 6... Reactants: CC12CCC(C=C2CCCC1=O)=O (3,4,8,8a-tetrahydro-8a-methyl-1,6(2H,7H)-naphthalenedione), C(C)(C)[N-]C(C)C.[Li+] (lithium diisopropylamide), C(CCC)[Li] (n-butyl-lithium), solution, C(C)(C)NC(C)C (diisopropylamine), C(C1=CC=CC=C1)Br (benzyl bromide). Solvent: CCCCCC (hexane), O1CCCC1 (tetrahydrofuran), O (water), O1CCCC1 (tetrahydrofuran). Conditions: temperature 0 celsius, time 8 hour. The product is C(C1=CC=CC=C1)C1C(C2(CCC(C=C2CC1)=O)C)=O (2-Benzyl-3,4,8,8a-tetrahydro-8a-methyl-1,6(2H,7H)-naphthalenedione). Reaction SMILES: [CH3:1][C:2]12[C:11](=[O:12])[CH2:10][CH2:9][CH2:8][C:7]1=[CH:6][C:5](=[O:13])[CH2:4][CH2:3]2.C([N-]C(C)C)(C)C.[Li+].C(NC(C)C)(C)C.C([Li])CCC.[CH2:34](Br)[C:35]1[CH:40]=[CH:39][CH:38]=[CH:37][CH:36]=1>O1CCCC1.CCCCCC.O>[CH2:34]([CH:10]1[CH2:9][CH2:8][C:7]2[C:2]([CH3:1])([CH2:3][CH2:4][C:5](=[O:13])[CH:6]=2)[C:11]1=[O:12])[C:35]1[CH:40]=[CH:39][CH:38]=[CH:37][CH:36]=1 |f:1.2|. Procedure details: A solution of 3,4,8,8a-tetrahydro-8a-methyl-1,6(2H,7H)-naphthalenedione (2.5 g, 0.014 mole) in dry tetrahydrofuran (20 ml) was added to lithium diisopropylamide [made from dry diisopropylamine (1.95 ml 0.014 mole) and n-butyl-lithium (12.0 ml of a 1.15 M solution in hexane, 0.014 mole)] at -65° C. under nitrogen. The solution was allowed to warm to 0° C. and a solution of benzyl bromide (2.39 g, 0.014 mole) in dry tetrahydrofuran (6 ml) was added. This was stirred at room temperature overnight, ... Yields the product CC(=O)CCc1cccc(Cl)c1. RXN SMILES: [CH3:15][CH2:16][OH:17].[Cl:1][c:2]1[cH:3][c:4]([CH:8]=[CH:9][C:10]([CH3:11])=[O:12])[cH:5][cH:6][cH:7]1.[H:13][H:14].[Pt:18]=[O:19]>>[Cl:1][c:2]1[cH:3][c:4]([CH2:8][CH2:9][C:10]([CH3:11])=[O:12])[cH:5][cH:6][cH:7]1. Reactants: CCO, CC(=O)C=Cc1cccc(Cl)c1, [H][H], O=[Pt].